From a dataset of the Open Reaction Database (ORD), a public repository of structured organic reaction records. describe an organic reaction: reactants, conditions, products, and yield Reactants: ClCC(=O)OC(CC)C1=C(C(N2CC=3C(=NC4=CC=CC=C4C3)C2=C1)=O)C ((±)-7-[1-[(chloroacetyl)oxy]propyl]-8-methylindolizino[1,2-b]quinolin-9(11H)-one), [I-].[Na+] (sodium iodide). Solvent: CC(=O)C (acetone). The product is ICC(=O)OC(CC)C1=C(C(N2CC=3C(=NC4=CC=CC=C4C3)C2=C1)=O)C ((±)-7-[1-[(Iodoacetyl)oxy]propyl]-8-methylindolizino[1,2-b]quinolin-9(11H)-one). As a reaction SMILES: Cl[CH2:2][C:3]([O:5][CH:6]([C:9]1[CH:25]=[C:24]2[N:12]([CH2:13][C:14]3[C:15]2=[N:16][C:17]2[C:22]([CH:23]=3)=[CH:21][CH:20]=[CH:19][CH:18]=2)[C:11](=[O:26])[C:10]=1[CH3:27])[CH2:7][CH3:8])=[O:4].[I-:28].[Na+]>CC(C)=O>[I:28][CH2:2][C:3]([O:5][CH:6]([C:9]1[CH:25]=[C:24]2[N:12]([CH2:13][C:14]3[C:15]2=[N:16][C:17]2[C:22]([CH:23]=3)=[CH:21][CH:20]=[CH:19][CH:18]=2)[C:11](=[O:26])[C:10]=1[CH3:27])[CH2:7][CH3:8])=[O:4] |f:1.2|. Procedure details: To a mixture of (±)-7-[1-[(chloroacetyl)oxy]propyl]-8-methylindolizino[1,2-b]quinolin-9(11H)-one (100 mg, 0.26 mmol) in acetone (10 mL) was added sodium iodide (150 mg, 1.0 mmol), and the resulting solution was heated at reflux for 1 h. Upon cooling, a solid precipitate appeared. The solvent was removed in vacuo, and the residue was partitioned between CH2Cl2 and H2O. The organic extract was washed with H2O (3×), dried over sodium sulfate and concentrated under reduced pressure to afford the tit...